This data is from the Open Reaction Database (ORD), a public repository of structured organic reaction records. The task is: describe an organic reaction: reactants, conditions, products, and yield Reactants: C1CCOC1, COC(=O)CCNc1cc(-c2noc(C)n2)ccc1CNC(=O)c1cc(OC)c(C)c(OC)c1, Cl, [Li+], [OH-]. Product: COc1cc(C(=O)NCc2ccc(-c3noc(C)n3)cc2NCCC(=O)O)cc(OC)c1C. As a reaction SMILES: [CH2:38]1[O:39][CH2:40][CH2:41][CH2:42]1.[CH3:1][O:2][C:3]([CH2:4][CH2:5][NH:6][c:7]1[c:8]([CH2:19][NH:20][C:21]([c:22]2[cH:23][c:24]([O:31][CH3:32])[c:25]([CH3:30])[c:26]([O:28][CH3:29])[cH:27]2)=[O:33])[cH:9][cH:10][c:11](-[c:13]2[n:14][o:15][c:16]([CH3:18])[n:17]2)[cH:12]1)=[O:34].[ClH:37].[Li+:36].[OH-:35]>>[O:2]=[C:3]([CH2:4][CH2:5][NH:6][c:7]1[c:8]([CH2:19][NH:20][C:21]([c:22]2[cH:23][c:24]([O:31][CH3:32])[c:25]([CH3:30])[c:26]([O:28][CH3:29])[cH:27]2)=[O:33])[cH:9][cH:10][c:11](-[c:13]2[n:14][o:15][c:16]([CH3:18])[n:17]2)[cH:12]1)[OH:34]. Reactants: CCCc1c(C(N)=O)c(C(=O)OCC)c2c(-c3ccccc3)cc(N3CCOCC3)nn12, C1CCOC1, O=C(OC(=O)C(F)(F)F)C(F)(F)F, O. The product is CCCc1c(C#N)c(C(=O)OCC)c2c(-c3ccccc3)cc(N3CCOCC3)nn12. Reaction SMILES: [CH2:14]([CH3:15])[O:16][C:17](=[O:18])[c:19]1[c:20]([C:43]([NH2:44])=[O:45])[c:21]([CH2:40][CH2:41][CH3:42])[n:22]2[n:23][c:24]([N:34]3[CH2:35][CH2:36][O:37][CH2:38][CH2:39]3)[cH:25][c:26](-[c:28]3[cH:29][cH:30][cH:31][cH:32][cH:33]3)[c:27]12.[CH2:47]1[O:48][CH2:49][CH2:50][CH2:51]1.[F:1][C:2]([F:3])([F:4])[C:5]([O:6][C:7](=[O:8])[C:9]([F:10])([F:11])[F:12])=[O:13].[OH2:46]>>[CH2:14]([CH3:15])[O:16][C:17](=[O:18])[c:19]1[c:20]([C:43]#[N:44])[c:21]([CH2:40][CH2:41][CH3:42])[n:22]2[n:23][c:24]([N:34]3[CH2:35][CH2:36][O:37][CH2:38][CH2:39]3)[cH:25][c:26](-[c:28]3[cH:29][cH:30][cH:31][cH:32][cH:33]3)[c:27]12. Starting materials: NC1=CC=CC=C1 (aniline), C[Si](C)(C)[N-][Si](C)(C)C.[Li+] (lithium bis(trimethylsilyl)amide), ClC1=C(C(=O)O)C=CC(=N1)C(F)(F)F (2-chloro-6-trifluoromethyl-nicotinic acid). Solvent: O1CCCC1 (tetrahydrofuran), O1CCCC1 (tetrahydrofuran), C(C)(=O)OCC (ethyl acetate). Reaction conditions: temperature -78 celsius, time 2 hour. Yields the product C1(=CC=CC=C1)NC1=C(C(=O)O)C=CC(=N1)C(F)(F)F (2-phenylamino-6-trifluoromethyl-nicotinic acid). Isolated yield 98.8%. As a reaction SMILES: Cl[C:2]1[N:10]=[C:9]([C:11]([F:14])([F:13])[F:12])[CH:8]=[CH:7][C:3]=1[C:4]([OH:6])=[O:5].C[Si]([N-][Si](C)(C)C)(C)C.[Li+].[NH2:25][C:26]1[CH:31]=[CH:30][CH:29]=[CH:28][CH:27]=1>O1CCCC1.C(OCC)(=O)C>[C:26]1([NH:25][C:2]2[N:10]=[C:9]([C:11]([F:14])([F:13])[F:12])[CH:8]=[CH:7][C:3]=2[C:4]([OH:6])=[O:5])[CH:31]=[CH:30][CH:29]=[CH:28][CH:27]=1 |f:1.2|. Reported procedure: A solution of 2-chloro-6-trifluoromethyl-nicotinic acid (5 g, 22.2 mmol) in tetrahydrofuran (20 mL) cooled to −78° C. was treated with lithium bis(trimethylsilyl)amide (1.0 M solution in tetrahydrofuran, 66.5 mL, 66.5 mmol). This solution was stirred at −78° C. for 2 h. At this time, the reaction was treated with a solution of aniline (19.6 g, 19.2 mL, 210 mmol) in tetrahydrofuran (20 mL). The reaction was allowed to gradually warm to 25° C. and was stirred at 25° C. overnight. At this time, the... Reactants: CNC=NC1=C(C=C(C=C1)Cl)C (N-methyl-N'-(2-methyl-4-chlorophenyl)formamidine), product, crude product, S(Cl)Cl (sulfur dichloride), CNC=NC1=C(C=C(C=C1)C)C (N-methyl-N'-2,4-xylylformamidine). The solvent is C(C)N(CC)CC (triethylamine), C(Cl)Cl (methylene dichloride), C(Cl)Cl (methylene chloride), C(C)N(CC)CC (triethylamine), CCCCCC (hexane). Reaction conditions: temperature -10 celsius. The product is CC1=C(C=CC(=C1)Cl)N=CN(C)SN(C=NC1=C(C=C(C=C1)C)C)C (N'-(2-methyl-4-chlorophenyl)-N'"-2,4-xylyl-N,N"-thiobis[N-methylformamidine]). As a reaction SMILES: [CH3:1][NH:2][CH:3]=[N:4][C:5]1[CH:10]=[CH:9][C:8]([Cl:11])=[CH:7][C:6]=1[CH3:12].[S:13](Cl)Cl.[CH3:16][NH:17][CH:18]=[N:19][C:20]1[CH:25]=[CH:24][C:23]([CH3:26])=[CH:22][C:21]=1[CH3:27]>CCCCCC.C(N(CC)CC)C.C(Cl)Cl>[CH3:12][C:6]1[CH:7]=[C:8]([Cl:11])[CH:9]=[CH:10][C:5]=1[N:4]=[CH:3][N:2]([S:13][N:17]([CH3:16])[CH:18]=[N:19][C:20]1[CH:25]=[CH:24][C:23]([CH3:26])=[CH:22][C:21]=1[CH3:27])[CH3:1]. Reported procedure: To a solution of 9.13 g. (0.05 mole) of N-methyl-N'-(2-methyl-4-chlorophenyl)formamidine in 200 ml. of methylene chloride is added 5.05 g. (0.05 mole) of triethylamine. The reaction mixture is cooled to -10° C. and a solution of 5.15 g. (0.05 mole) sulfur dichloride in 5 ml. methylene dichloride is added dropwise keeping the temperature below 0° c. After addition the reaction mixture is allowed to warm to 15° C. About two-thirds of the methylene chloride is removed and 200 ml. of hexane added. T... Product: FC(C(CCI)O)(F)F (1,1,1-Trifluoro-4-iodo-2-butanol). Isolated yield 72.6%. Run in ClCCl (dichloromethane), ClCCl (dichloromethane). Starting materials: FC(C(CCO)O)(F)F (4,4,4-trifluoro-1,3-butanediol), C1(=CC=CC=C1)P(C1=CC=CC=C1)C1=CC=CC=C1 (triphenylphosphine), N1C=NC=C1 (imidazole), II (iodine). RXN SMILES: C1(P(C2C=CC=CC=2)C2C=CC=CC=2)C=CC=CC=1.N1C=CN=C1.[I:25]I.[F:27][C:28]([F:35])([F:34])[CH:29]([OH:33])[CH2:30][CH2:31]O>ClCCl>[F:27][C:28]([F:35])([F:34])[CH:29]([OH:33])[CH2:30][CH2:31][I:25]. Procedure: A solution of triphenylphosphine (1.09 g, 4.16 mmol) in dichloromethane (14 mL) was treated with imidazole (0.283 g, 4.16 mmol) and iodine (1.06 g, 4.16 mmol), respectively, to give an orange suspension. A solution of 4,4,4-trifluoro-1,3-butanediol (0.500 g, 3.47 mmol) in dichloromethane (4 mL) was added to the suspension and stirred for 20 minutes. The solid was removed by filtration and the filtrate was concentrated under reduced pressure without heat to yield a black oil. The crude oil was pu... Reaction conditions: time 20 minute. Starting materials: FC1=CC=C(OC[C@H](/C=C/C=C\C=C\C=C\[C@H]([C@H](COCC(=O)OC)O)O)O)C=C1 ((5S,6R,7E,9E,11Z,13E,15S)-16-(4-fluorophenoxy)-5,6,15-trihydroxy-3-oxa-7,9,11,13-hexadecatetraenoic acid, methyl ester), [OH-].[Na+] (NaOH), P(=O)([O-])([O-])[O-].[K+].[K+].[K+] (potassium monophosphate). The solvent is CO (methanol). Product: FC1=CC=C(OC[C@H](/C=C/C=C\C=C\C=C\[C@H]([C@H](COCC(=O)O)O)O)O)C=C1 ((5S,6R,7E,9E,11Z,13E,15S)-16-(4-fluorophenoxy)-5,6,15-trihydroxy-3-oxa-7,9,11,13-hexadecatetraenoic acid). Yield: 41499.6%. Reaction SMILES: [F:1][C:2]1[CH:30]=[CH:29][C:5]([O:6][CH2:7][C@@H:8]([OH:28])/[CH:9]=[CH:10]/[CH:11]=[CH:12]\[CH:13]=[CH:14]\[CH:15]=[CH:16]\[C@@H:17]([OH:27])[C@@H:18]([OH:26])[CH2:19][O:20][CH2:21][C:22]([O:24]C)=[O:23])=[CH:4][CH:3]=1.[OH-].[Na+].P([O-])([O-])([O-])=O.[K+].[K+].[K+]>CO>[F:1][C:2]1[CH:3]=[CH:4][C:5]([O:6][CH2:7][C@@H:8]([OH:28])/[CH:9]=[CH:10]/[CH:11]=[CH:12]\[CH:13]=[CH:14]\[CH:15]=[CH:16]\[C@@H:17]([OH:27])[C@@H:18]([OH:26])[CH2:19][O:20][CH2:21][C:22]([OH:24])=[O:23])=[CH:29][CH:30]=1 |f:1.2,3.4.5.6|. Reported procedure: A solution of (5S,6R,7E,9E,11Z,13E,15S)-16-(4-fluorophenoxy)-5,6,15-trihydroxy-3-oxa-7,9,11,13-hexadecatetraenoic acid, methyl ester, (25 mg, 59 nMol) in methanol (6 mL) was treated with 1 N NaOH (aq) (25 μL, 25 μmol) solution and shaken and allowed to stand. Upon completion, the reaction was treated with saturated potassium monophosphate. Purification by chromatography on an HP20 column eluted with an aqueous methanol gradient gave 10 mg of (5S,6R,7E,9E,11Z,13E,15S)-16-(4-fluorophenoxy)-5,6,15-... Reactants: C(CCC)C1=NNC(N1CC1=CC=C(C=C1)C=1C(=CC=CC1)C#N)=O (4′-[(3-butyl-5-oxo-1,5-dihydro-4H-1,2,4-triazol-4-yl)methyl]biphenyl-2-carbonitrile), [H-].[Na+] (sodium hydride), CN(C=O)C (N,N-dimethylformamide), ICC(C)(C)C (1-iodo-2,2-dimethylpropane). Solvent: C(C)(=O)OCC (ethyl acetate). Reaction conditions: time 10 minute. Product: C(CCC)C1=NN(C(N1CC1=CC=C(C=C1)C=1C(=CC=CC1)C#N)=O)CC(C)(C)C (4′-{[3-butyl-1-(2,2-dimethylpropyl)-5-oxo-1,5-dihydro-4H-1,2,4-triazol-4-yl]methyl}biphenyl-2-carbonitrile). Yield: 50.0%. RXN SMILES: [CH2:1]([C:5]1[N:9]([CH2:10][C:11]2[CH:16]=[CH:15][C:14]([C:17]3[C:18]([C:23]#[N:24])=[CH:19][CH:20]=[CH:21][CH:22]=3)=[CH:13][CH:12]=2)[C:8](=[O:25])[NH:7][N:6]=1)[CH2:2][CH2:3][CH3:4].[H-].[Na+].CN(C)C=O.I[CH2:34][C:35]([CH3:38])([CH3:37])[CH3:36]>C(OCC)(=O)C>[CH2:1]([C:5]1[N:9]([CH2:10][C:11]2[CH:16]=[CH:15][C:14]([C:17]3[C:18]([C:23]#[N:24])=[CH:19][CH:20]=[CH:21][CH:22]=3)=[CH:13][CH:12]=2)[C:8](=[O:25])[N:7]([CH2:34][C:35]([CH3:38])([CH3:37])[CH3:36])[N:6]=1)[CH2:2][CH2:3][CH3:4] |f:1.2|. Procedure: A mixture of 4′-[(3-butyl-5-oxo-1,5-dihydro-4H-1,2,4-triazol-4-yl)methyl]biphenyl-2-carbonitrile (1 g), sodium hydride (0.24 g) and N,N-dimethylformamide (10 mL) was stirred at room temperature for 10 min, 1-iodo-2,2-dimethylpropane (2 mL) was added, and the mixture was stirred at 40° C. for 16 hr. The reaction mixture was diluted with ethyl acetate, washed with 5% aqueous potassium hydrogen sulfate solution and then with saturated brine, and dried over anhydrous magnesium sulfate. The solvent w... Reactants: CCO, COC(=O)C(O)c1ccccc1Nc1c(Cl)cccc1Cl, [Na+], [OH-]. The product is O=C(O)C(O)c1ccccc1Nc1c(Cl)cccc1Cl. RXN SMILES: [CH3:24][CH2:25][OH:26].[Cl:1][c:2]1[c:3]([NH:4][c:5]2[c:6]([CH:11]([C:12](=[O:13])[O:14][CH3:15])[OH:16])[cH:7][cH:8][cH:9][cH:10]2)[c:17]([Cl:21])[cH:18][cH:19][cH:20]1.[Na+:23].[OH-:22]>>[Cl:1][c:2]1[c:3]([NH:4][c:5]2[c:6]([CH:11]([C:12](=[O:13])[OH:14])[OH:16])[cH:7][cH:8][cH:9][cH:10]2)[c:17]([Cl:21])[cH:18][cH:19][cH:20]1. Starting materials: N(=O)[O-].[Na+] (sodium nitrite), [OH-].[Na+] (sodium hydroxide), NC=1C=C(C(=NC1)CCCCN)C (5-Amino-2-(4-aminobutyl)-3-methylpyridine), cuprous bromide, Br (hydrobromic acid). The reagents and catalysts are [Cu] (copper bronze). Run in O (water), S (hydrogen sulphide), O (water). Product: BrC=1C=C(C(=NC1)CCCCN)C (5-bromo-2-(4-aminobutyl)-3-methylpyridine). Reaction SMILES: N[C:2]1[CH:3]=[C:4]([CH3:13])[C:5]([CH2:8][CH2:9][CH2:10][CH2:11][NH2:12])=[N:6][CH:7]=1.N([O-])=O.[Na+].[OH-].[Na+].[BrH:20]>O.S.[Cu]>[Br:20][C:2]1[CH:3]=[C:4]([CH3:13])[C:5]([CH2:8][CH2:9][CH2:10][CH2:11][NH2:12])=[N:6][CH:7]=1 |f:1.2,3.4|. Reported procedure: 5-Amino-2-(4-aminobutyl)-3-methylpyridine (5.11 g) in hydrobromic acid (48%, 47 ml) was reacted with cuprous bromide (4.98 g) and copper bronze (0.18 g). A solution of sodium nitrite (2.45 g) in water (16 ml) was added at 5° to 8° C. over 45 minutes, the reaction mixture was allowed to stir at 5° to 8° C. for a further hour and then stirred at room temperature for 3.5 hours. The reaction mixture was diluted with water, and hydrogen sulphide gas was passed, while the pH was progressively raised t...